Dataset: the Open Reaction Database (ORD), a public repository of structured organic reaction records. Task: describe an organic reaction: reactants, conditions, products, and yield The reactants are [C-]#N.[K+] (potassium cyanide), C([O-])([O-])=O.[Na+].[Na+] (sodium carbonate), CC1=CC=C(C=O)O1 (5-methyl furfural), Cl (HCl), C#N (HCN), C(=O)C=O (glyoxal). Run in O (water), O1CCOCC1 (1,4-dioxane), O (water). Run at time 2 hour. The product is CC1=CC=C(O1)CC(=O)O (5-methyl furan-2-acetic acid). As a reaction SMILES: [C-]#N.[K+].[C:4](=[O:7])([O-])[O-:5].[Na+].[Na+].[CH3:10][C:11]1[O:17][C:14]([CH:15]=O)=[CH:13][CH:12]=1.C(C=O)=O.Cl.C#N>O.O1CCOCC1>[CH3:15][C:14]1[O:17][C:11]([CH2:10][C:4]([OH:5])=[O:7])=[CH:12][CH:13]=1 |f:0.1,2.3.4|. Procedure: To a solution of potassium cyanide (12.2 g, 0.187 mol) and sodium carbonate (36 g, 0.338 mol) in water (250 ml) was added 5-methyl furfural (7.5 ml, 75 mmol) in 1,4-dioxane (12 ml) followed by glyoxal busulphite (3.0 g, 0.289 mol) and water (240 ml). After stirring for 21/2 hr at room temperature, the reaction was worked up by adding 5N HCl(aq) to the reaction mixture carefully (HCN↑) until the pH fell to ≈1-2. Stirring was continued for 1 hr after which time, no more gas was evolved. Reactants: Cc1c(C(=O)O)oc2ccccc12, CNc1ccc(F)cc1. The reagents and catalysts are C1CCN(C1)[P+](N2CCCC2)(N3CCCC3)Br.F[P-](F)(F)(F)(F)F (PyBrOP), CCN(C(C)C)C(C)C (DIPEA). The solvent is CN(C)C=O (DMF), CN(C)C=O (DMF), CN(C)C=O (DMF), CN(C)C=O (DMF), CN(C)C=O (DMF), CN(C)C=O (DMF). Conditions: temperature 25 celsius, time 2 hour. The product is Cc1c(C(=O)N(C)c2ccc(F)cc2)oc2ccccc12. Isolated yield 15.6%. As a reaction SMILES: CNc1ccc(F)cc1.Cc1c(C(=O)O)oc2ccccc12.C1CCN(C1)[P+](N2CCCC2)(N3CCCC3)Br.F[P-](F)(F)(F)(F)F.CCN(C(C)C)C(C)C.CN(C)C=O>>Cc1c(C(=O)N(C)c2ccc(F)cc2)oc2ccccc12. The reactants are C(C1=CC=CC=C1)(=O)N1C(COCC1)=O (N-benzoyl-3-oxomorpholine), ClC(C(=O)O)C (2-chloropropionic acid). Product: C(C1=CC=CC=C1)(=O)N1C(C(OCC1)C)=O (N-Benzoyl-2-methyl-3-oxomorpholine). Reaction SMILES: [C:1]([N:9]1[CH2:14][CH2:13][O:12][CH2:11][C:10]1=[O:15])(=[O:8])[C:2]1[CH:7]=[CH:6][CH:5]=[CH:4][CH:3]=1.Cl[CH:17](C)C(O)=O>>[C:1]([N:9]1[CH2:14][CH2:13][O:12][CH:11]([CH3:17])[C:10]1=[O:15])(=[O:8])[C:2]1[CH:3]=[CH:4][CH:5]=[CH:6][CH:7]=1. Procedure details: Synthesized as for N-benzoyl-3-oxomorpholine (Example I) using 2-chloropropionic acid (Aldrich) in place of chloroacetic acid. Starting materials: COC1=CC=C2C(CCOC2=C1)=O (7-methoxy-4-chromanone), N1=CC(=CC=C1)C=O (3-pyridine carbaldehyde). Yields the product COC1=CC=C2C(C(COC2=C1)=CC=1C=NC=CC1)=O (7-Methoxy-3-(3-pyridyl)methylene-4-chromanone). RXN SMILES: [CH3:1][O:2][C:3]1[CH:12]=[C:11]2[C:6]([C:7](=[O:13])[CH2:8][CH2:9][O:10]2)=[CH:5][CH:4]=1.[N:14]1[CH:19]=[CH:18][CH:17]=[C:16]([CH:20]=O)[CH:15]=1>>[CH3:1][O:2][C:3]1[CH:12]=[C:11]2[C:6]([C:7](=[O:13])[C:8](=[CH:20][C:16]3[CH:15]=[N:14][CH:19]=[CH:18][CH:17]=3)[CH2:9][O:10]2)=[CH:5][CH:4]=1. Procedure details: By the method of Example 1, 7-methoxy-4-chromanone (10 g, 56 mmol) and 3-pyridine carbaldehyde (5.2 g, 73 mmol) were converted to present title product, isolated directly from the reaction mixture by cooling to 0° C., 11.9 g; m.p. 176°-178° C.; MS 267 (M+, base peak). Starting materials: CC1(NC(=O)OC(C)(C)C)CCN(C(=O)OCc2ccccc2)C1, CI, CN(C)C=O, [H-], [Na+], O=C(O)CC(O)(CC(=O)O)C(=O)O. The product is CN(C(=O)OC(C)(C)C)C1(C)CCN(C(=O)OCc2ccccc2)C1. As a reaction SMILES: [C:1]([CH3:2])([CH3:3])([CH3:4])[O:5][C:6](=[O:7])[NH:8][C:9]1([CH3:24])[CH2:10][N:11]([C:14](=[O:15])[O:16][CH2:17][c:18]2[cH:19][cH:20][cH:21][cH:22][cH:23]2)[CH2:12][CH2:13]1.[CH3:25][I:26].[CH3:42][N:43]([CH3:44])[CH:45]=[O:46].[H-:27].[Na+:28].[OH:29][C:30]([CH2:31][C:32]([C:33](=[O:34])[OH:35])([CH2:36][C:37](=[O:38])[OH:39])[OH:40])=[O:41]>>[C:1]([CH3:2])([CH3:3])([CH3:4])[O:5][C:6](=[O:7])[N:8]([C:9]1([CH3:24])[CH2:10][N:11]([C:14](=[O:15])[O:16][CH2:17][c:18]2[cH:19][cH:20][cH:21][cH:22][cH:23]2)[CH2:12][CH2:13]1)[CH3:30]. Reaction SMILES: [C:43]([CH:44]([CH3:45])[CH3:46])(=[O:47])[Cl:48].[CH:34]([N:35]([CH2:36][CH3:37])[CH:38]([CH3:39])[CH3:40])([CH3:41])[CH3:42].[Cl:49][CH2:50][Cl:51].[NH:1]1[CH2:2][CH:3]([CH2:5][c:6]2[n:7]([CH3:33])[c:8]3[n:9][c:10](-[n:21]4[c:22]([CH:30]([CH3:31])[OH:32])[n:23][c:24]5[c:25]4[cH:26][cH:27][cH:28][cH:29]5)[n:11][c:12]([N:15]4[CH2:16][CH2:17][O:18][CH2:19][CH2:20]4)[c:13]3[n:14]2)[CH2:4]1>>[N:1]1([C:43]([CH:44]([CH3:45])[CH3:46])=[O:47])[CH2:2][CH:3]([CH2:5][c:6]2[n:7]([CH3:33])[c:8]3[n:9][c:10](-[n:21]4[c:22]([CH:30]([CH3:31])[OH:32])[n:23][c:24]5[c:25]4[cH:26][cH:27][cH:28][cH:29]5)[n:11][c:12]([N:15]4[CH2:16][CH2:17][O:18][CH2:19][CH2:20]4)[c:13]3[n:14]2)[CH2:4]1. Starting materials: CC(C)C(=O)Cl, CCN(C(C)C)C(C)C, ClCCl, CC(O)c1nc2ccccc2n1-c1nc(N2CCOCC2)c2nc(CC3CNC3)n(C)c2n1. Product: CC(C)C(=O)N1CC(Cc2nc3c(N4CCOCC4)nc(-n4c(C(C)O)nc5ccccc54)nc3n2C)C1. The reactants are 16.6, CN(CC(=O)O)C1C2=CC=CC=C2C2CCCCC12 (methyl N-(1,2,3,4,4a,9a-hexahydro-9H-fluoren-9-yl)glycine), C(=O)O (formic acid), C(C)(=O)OC(C)=O (acetic acid anhydride). Solvent: O (water). Conditions: time 8 hour. The product is 15.9, CC(N(C1C2=CC=CC=C2C2CCCCC12)C=O)C(=O)O (methyl N-formyl-N-(1,2,3,4,4a,9a-hexahydro-9H-fluoren-9-yl)glycine). Isolated yield 86.4%. Reaction SMILES: [CH3:1][N:2]([CH:7]1[CH:19]2[CH:14]([CH2:15][CH2:16][CH2:17][CH2:18]2)[C:13]2[C:8]1=[CH:9][CH:10]=[CH:11][CH:12]=2)[CH2:3][C:4](O)=O.[CH:20]([OH:22])=[O:21].C(OC(=O)C)(=[O:25])C>O>[CH3:4][CH:3]([C:20]([OH:22])=[O:21])[N:2]([CH:1]=[O:25])[CH:7]1[CH:19]2[CH:14]([CH2:15][CH2:16][CH2:17][CH2:18]2)[C:13]2[C:8]1=[CH:9][CH:10]=[CH:11][CH:12]=2. Reported procedure: A mixture of 16.6 parts of methyl N-(1,2,3,4,4a,9a-hexahydro-9H-fluoren-9-yl)glycine, 44 parts of formic acid and 11.9 parts of acetic acid anhydride was stirred overnight at room temperature. The reaction mixture was poured into water and the product was extracted with trichloromethane. The extract was dried, filtered and evaporated, yielding 15.9 parts (86.4%) of methyl N-formyl-N-(1,2,3,4,4a,9a-hexahydro-9H-fluoren-9-yl)glycine as a residue (int. 2). Starting materials: CC1=C(C=C(C=C1)NC(C1=CC(=CC=C1)C(F)(F)F)=O)C1=NC(=NC(=C1)N1CCOCC1)S(=O)(=O)C (N-(4-methyl-3-(2-(methylsulfonyl)-6-morpholinopyrimidin-4-yl)phenyl)-3-(trifluoromethyl)benzamide), NC(CO)CO (2-aminopropane-1,3-diol), [H-].[Na+] (sodium hydride). Solvent: CN(C)C=O (DMF). Conditions: time 24 hour. The product is OCC(CO)NC1=NC(=CC(=N1)C=1C=C(C=CC1C)NC(C1=CC(=CC=C1)C(F)(F)F)=O)N1CCOCC1 (N-(3-(2-((1,3-dihydroxypropan-2-yl)amino)-6-morpholinopyrimidin-4-yl)-4-methylphenyl)-3-(trifluoromethyl)benzamide). Reaction SMILES: [CH3:1][C:2]1[CH:7]=[CH:6][C:5]([NH:8][C:9](=[O:20])[C:10]2[CH:15]=[CH:14][CH:13]=[C:12]([C:16]([F:19])([F:18])[F:17])[CH:11]=2)=[CH:4][C:3]=1[C:21]1[CH:26]=[C:25]([N:27]2[CH2:32][CH2:31][O:30][CH2:29][CH2:28]2)[N:24]=[C:23](S(C)(=O)=O)[N:22]=1.[NH2:37][CH:38]([CH2:41][OH:42])[CH2:39][OH:40].[H-].[Na+]>CN(C=O)C>[OH:40][CH2:39][CH:38]([NH:37][C:23]1[N:22]=[C:21]([C:3]2[CH:4]=[C:5]([NH:8][C:9](=[O:20])[C:10]3[CH:15]=[CH:14][CH:13]=[C:12]([C:16]([F:17])([F:18])[F:19])[CH:11]=3)[CH:6]=[CH:7][C:2]=2[CH3:1])[CH:26]=[C:25]([N:27]2[CH2:32][CH2:31][O:30][CH2:29][CH2:28]2)[N:24]=1)[CH2:41][OH:42] |f:2.3|. Procedure: To a solution of N-(4-methyl-3-(2-(methylsulfonyl)-6-morpholinopyrimidin-4-yl)phenyl)-3-(trifluoromethyl)benzamide (1.0 equiv.) and 2-aminopropane-1,3-diol (1.0 equiv.) in DMF (0.05M) was added 60% sodium hydride (1.0 equiv.) at 0° C. The reaction was allowed to warm to room temperature and stir for 24 hours. LCMS analysis indicated the formation of the desired product. The crude material was purified via preparative reverse phase HPLC. Upon lyophilization of the pure fractions, N-(3-(2-((1,3-di...